From a dataset of the Open Reaction Database (ORD), a public repository of structured organic reaction records. describe an organic reaction: reactants, conditions, products, and yield Reactants: C(C)N(CCOC1=CC=C(N(C(C2=CC=C(C=C2)[N+](=O)[O-])=O)C2=CC=CC=C2)C=C1)CC (4'-(2diethylaminoethoxy)-4-nitro-N-phenylbenzanilide). The reagents and catalysts are [Pd] (palladium-on-carbon). Solvent: C(C)O (ethanol). Product: C(C)N(CCOC1=CC=C(N(C(C2=CC=C(C=C2)N)=O)C2=CC=CC=C2)C=C1)CC (4'-(2-diethylaminoethoxy)-4-amino-N-phenylbenzanilide). As a reaction SMILES: [CH2:1]([N:3]([CH2:31][CH3:32])[CH2:4][CH2:5][O:6][C:7]1[CH:30]=[CH:29][C:10]([N:11]([C:23]2[CH:28]=[CH:27][CH:26]=[CH:25][CH:24]=2)[C:12](=[O:22])[C:13]2[CH:18]=[CH:17][C:16]([N+:19]([O-])=O)=[CH:15][CH:14]=2)=[CH:9][CH:8]=1)[CH3:2]>[Pd].C(O)C>[CH2:31]([N:3]([CH2:1][CH3:2])[CH2:4][CH2:5][O:6][C:7]1[CH:30]=[CH:29][C:10]([N:11]([C:23]2[CH:28]=[CH:27][CH:26]=[CH:25][CH:24]=2)[C:12](=[O:22])[C:13]2[CH:18]=[CH:17][C:16]([NH2:19])=[CH:15][CH:14]=2)=[CH:9][CH:8]=1)[CH3:32]. Procedure details: A solution of 4.69 g. of 4'-(2diethylaminoethoxy)-4-nitro-N-phenylbenzanilide (Example 20) in 300 ml. of ethanol was hydrogenated in the presence of 1 g. of palladium-on-carbon catalyst. The catalyst was removed by filtration, the filtrate evaporated to remove the solvent, and the residue recrystallized from isopropyl alcohol-ether and ethanol-ether to give 4'-(2-diethylaminoethoxy)-4-amino-N-phenylbenzanilide, yellow solid, m.p. 174.5°-178.5°C.